Dataset: the Open Reaction Database (ORD), a public repository of structured organic reaction records. Task: describe an organic reaction: reactants, conditions, products, and yield Reactants: C[O-].[Na+] (Sodium methoxide), NC(=O)N (urea), NC(=O)NN(C1=CC(=CC=C1)OCC1=CC=C(C=C1)F)CC(=O)OC (Methyl [2-(aminocarbonyl)-1-[3-(4-fluorophenylmethoxy)phenyl]hydrazino]acetate). Run in CO (methanol). Conditions: time 2 hour. Product: FC1=CC=C(C=C1)COC=1C=C(C=CC1)N1NC(NC(C1)=O)=O (Dihydro-1-[3-(4-fluorophenylmethoxy)phenyl]-1,2,4-triazine-3,5-(2H, 4H)-dione). Isolated yield 29.0%. Reaction SMILES: C[O-].[Na+].NC(N)=O.[NH2:8][C:9]([NH:11][N:12]([CH2:28][C:29]([O:31]C)=O)[C:13]1[CH:18]=[CH:17][CH:16]=[C:15]([O:19][CH2:20][C:21]2[CH:26]=[CH:25][C:24]([F:27])=[CH:23][CH:22]=2)[CH:14]=1)=[O:10]>CO>[F:27][C:24]1[CH:25]=[CH:26][C:21]([CH2:20][O:19][C:15]2[CH:14]=[C:13]([N:12]3[CH2:28][C:29](=[O:31])[NH:8][C:9](=[O:10])[NH:11]3)[CH:18]=[CH:17][CH:16]=2)=[CH:22][CH:23]=1 |f:0.1|. Procedure: Sodium methoxide (467 mg, 8.6 mmol) was added to a stirred solution of the urea (Intermediate 80, 1 g, 2.88 mmol) in methanol (40 ml) and the mixture was stirred at 20°-25° for 2 h. The mixture was poured into pH6.7 buffer (100 ml) and extracted with ethyl acetate (3×100 ml). The combined extracts were washed with water (2×100 ml) and brine (100 ml) before drying (Na2SO4) and evaporating in vacuo to a yellow solid. Trituration with ether gave the title compound as a white solid (265 mg, 29%) m.p... The reactants are CO (Methanol), C(C(=O)Cl)(=O)Cl (Oxalyl chloride), C(C(=O)Cl)(=O)Cl (oxalyl chloride), OC1=C(C=C2C(=C(C(=NC2=C1)C1=CC(=CC=C1)C(F)(F)F)C)C(=O)O)S(=O)(=O)C (7-hydroxy-3-methyl-6-(methylsulfonyl)-2-[3-(trifluoromethyl)phenyl]-4-quinolinecarboxylic acid). The reagents and catalysts are CN(C)C=O (DMF). The solvent is ClCCl (dichloromethane). Conditions: time 1 hour. Yields the product OC1=C(C=C2C(=C(C(=NC2=C1)C1=CC(=CC=C1)C(F)(F)F)C)C(=O)OC)S(=O)(=O)C (methyl 7-hydroxy-3-methyl-6-(methylsulfonyl)-2-[3-(trifluoromethyl)phenyl]-4-quinolinecarboxylate). Yield: 83.9%. Reaction SMILES: [OH:1][C:2]1[CH:11]=[C:10]2[C:5]([C:6]([C:23]([OH:25])=[O:24])=[C:7]([CH3:22])[C:8]([C:12]3[CH:17]=[CH:16][CH:15]=[C:14]([C:18]([F:21])([F:20])[F:19])[CH:13]=3)=[N:9]2)=[CH:4][C:3]=1[S:26]([CH3:29])(=[O:28])=[O:27].[C:30](Cl)(=O)C(Cl)=O.CO>CN(C=O)C.ClCCl>[OH:1][C:2]1[CH:11]=[C:10]2[C:5]([C:6]([C:23]([O:25][CH3:30])=[O:24])=[C:7]([CH3:22])[C:8]([C:12]3[CH:17]=[CH:16][CH:15]=[C:14]([C:18]([F:20])([F:21])[F:19])[CH:13]=3)=[N:9]2)=[CH:4][C:3]=1[S:26]([CH3:29])(=[O:28])=[O:27]. Procedure details: DMF (5 drops) was added to a suspension of 7-hydroxy-3-methyl-6-(methylsulfonyl)-2-[3-(trifluoromethyl)phenyl]-4-quinolinecarboxylic acid (6.92 g, 16.27 mmol) in dichloromethane (120 mL) at 0° C. Oxalyl chloride (2.14 mL, 24.40 mmol) was added slowly. After 1 h at 0° C., the mixture was warmed to room temperature and additional oxalyl chloride (2.14 mL, 24.40 mmol) was added. The mixture was warmed to room temperature and stirred overnight. Methanol (30 mL) was added and the mixture stirred over... Starting materials: ClC=1C=CC(=C(C1)C)[N+](=O)[O-] (5-chloro-2-nitro-toluene), CC1=CC(=NC(=C1)C)N1CCNCC1 (1-(4,6-dimethyl-pyridin-2-yl)-piperazine), C([O-])([O-])=O.[K+].[K+] (potassium carbonate). Solvent: COCCOCCOC (diglyme), COCCOCCOC (diglyme), Cl (hydrochloric acid). The product is CC1=CC(=NC(=C1)C)N1CCN(CC1)C1=CC(=C(C=C1)[N+](=O)[O-])C (1-(4,6-dimethyl-pyridin-2-yl)-4-(3-methyl-4-nitro-phenyl)-piperazine). Isolated yield 44.4%. As a reaction SMILES: Cl[C:2]1[CH:3]=[CH:4][C:5]([N+:9]([O-:11])=[O:10])=[C:6]([CH3:8])[CH:7]=1.[CH3:12][C:13]1[CH:18]=[C:17]([CH3:19])[N:16]=[C:15]([N:20]2[CH2:25][CH2:24][NH:23][CH2:22][CH2:21]2)[CH:14]=1.C(=O)([O-])[O-].[K+].[K+]>COCCOCCOC.Cl>[CH3:12][C:13]1[CH:18]=[C:17]([CH3:19])[N:16]=[C:15]([N:20]2[CH2:21][CH2:22][N:23]([C:2]3[CH:3]=[CH:4][C:5]([N+:9]([O-:11])=[O:10])=[C:6]([CH3:8])[CH:7]=3)[CH2:24][CH2:25]2)[CH:14]=1 |f:2.3.4|. Procedure: A solution of 5-chloro-2-nitro-toluene (895 mg, 5.23 mmol) in diglyme (2.5 mL) was added to a stirred suspension of 1-(4,6-dimethyl-pyridin-2-yl)-piperazine (500 mg, 2.62 mmol) and potassium carbonate (900 mg, 6.54 mmol) in diglyme (5 mL) and heated at reflux overnight. The mixture was cooled, the inorganic salts filtered off and washed with ethyl acetate. The filtrate was concentrated to dryness under high vacuum to obtain a residue which was dissolved in 6N hydrochloric acid (10 mL) and washed... Reactants: C1CCOC1, CN, CCOC(C)=O, Cc1ccc(S(=O)(=O)OCc2noc(C(CCCC3CCCCC3)CC(=O)OC(C)(C)C)n2)cc1. The product is CNCc1noc(C(CCCC2CCCCC2)CC(=O)OC(C)(C)C)n1. As a reaction SMILES: [CH2:38]1[O:39][CH2:40][CH2:41][CH2:42]1.[CH3:36][NH2:37].[CH3:43][CH2:44][O:45][C:46]([CH3:47])=[O:48].[CH:1]1([CH2:7][CH2:8][CH2:9][CH:10]([CH2:11][C:12](=[O:13])[O:14][C:15]([CH3:16])([CH3:17])[CH3:18])[c:19]2[n:20][c:21]([CH2:24][O:25][S:26]([c:27]3[cH:28][cH:29][c:30]([CH3:31])[cH:32][cH:33]3)(=[O:34])=[O:35])[n:22][o:23]2)[CH2:2][CH2:3][CH2:4][CH2:5][CH2:6]1>>[CH:1]1([CH2:7][CH2:8][CH2:9][CH:10]([CH2:11][C:12](=[O:13])[O:14][C:15]([CH3:16])([CH3:17])[CH3:18])[c:19]2[n:20][c:21]([CH2:24][NH:37][CH3:36])[n:22][o:23]2)[CH2:2][CH2:3][CH2:4][CH2:5][CH2:6]1. The reactants are BrC1=C(C#N)C=C(C=C1)C(F)(F)F (2-Bromo-5-trifluoromethylbenzonitrile), C[O-].[Na+] (sodium methoxide). Run at time 8 hour. The product is COC1=C(C#N)C=C(C=C1)C(F)(F)F (2-methoxy-5-trifluoromethylbenzonitrile). Isolated yield 53.7%. Reaction SMILES: Br[C:2]1[CH:9]=[CH:8][C:7]([C:10]([F:13])([F:12])[F:11])=[CH:6][C:3]=1[C:4]#[N:5].[CH3:14][O-:15].[Na+]>>[CH3:14][O:15][C:2]1[CH:9]=[CH:8][C:7]([C:10]([F:13])([F:12])[F:11])=[CH:6][C:3]=1[C:4]#[N:5] |f:1.2|. Procedure details: 2-Bromo-5-trifluoromethylbenzonitrile (2.5 g.; prepared as described by M. Gordon, I. J. Pachter and J. W. Wilson, Arzneimittel-Forsch., 1963, 13, 802) and a solution of sodium methoxide (prepared from 0.5 g. sodium and 20 ml. anhydrous methanol) were stirred and refluxed together for 4 hours, and allowed to stand at room temperature overnight. The methanol was evaporated and the residue was acidified with 2N hydrochloric acid, with cooling. The mixture was extracted with diethyl ether, and the ... Reactants: CO, [K+], COC(=O)Cc1ccc(Oc2ccccc2[N+](=O)[O-])cc1, [Na+], C1CCOC1, [OH-], O, O=S(=O)([O-])O. Product: O=C(O)Cc1ccc(Oc2ccccc2[N+](=O)[O-])cc1. Reaction SMILES: [CH3:36][OH:37].[K+:30].[N+:3](=[O:4])([O-:5])[c:6]1[c:7]([O:8][c:9]2[cH:10][cH:11][c:12]([CH2:15][C:16](=[O:17])[O:18][CH3:19])[cH:13][cH:14]2)[cH:20][cH:21][cH:22][cH:23]1.[Na+:2].[O:31]1[CH2:32][CH2:33][CH2:34][CH2:35]1.[OH-:1].[OH2:24].[S:25]([O-:26])([OH:27])(=[O:28])=[O:29]>>[N+:3](=[O:4])([O-:5])[c:6]1[c:7]([O:8][c:9]2[cH:10][cH:11][c:12]([CH2:15][C:16](=[O:17])[OH:18])[cH:13][cH:14]2)[cH:20][cH:21][cH:22][cH:23]1.